Dataset: the Open Reaction Database (ORD), a public repository of structured organic reaction records. Task: describe an organic reaction: reactants, conditions, products, and yield The solvent is O (water). Reagents/catalysts: C(C)(=O)[O-].[Cu+2].C(C)(=O)[O-] (copper acetate). Yields the product CC1=NN(C2=NC3=CC=CC=C3C(=C21)C)C2=NC=CC=C2 (3,4-Dimethyl-1-(2-pyridinyl)-1H-pyrazolo[3,4-b]quinoline). The reactants are BrC1=C(C=CC=C1)C(C)=O (o-bromoacetophenone), CC1=NN(C(=C1)N)C1=CC=CC=C1 (3-methyl-1-phenyl-1H-pyrazol-5-ylamine), C([O-])([O-])=O.[K+].[K+] (potassium carbonate), CN(C=O)C (N,N-dimethylformamide), C([O-])(O)=O.[Na+] (sodium bicarbonate). Procedure: A solution of o-bromoacetophenone (1.09 g, 5.5 mmol), 3-methyl-1-phenyl-1H-pyrazol-5-ylamine (0.87 g, 5.0 mmol), copper acetate (II) (91 mg, 0.5 mmol) and potassium carbonate (0.76 g, 5.5 mmol) in N,N-dimethylformamide (5 mL) was heated under reflux under an argon atmosphere for 1 hour. The solution was cooled to room temperature, and poured into water. The solution was made basic by the addition of a sodium bicarbonate solution, and the organic matter was extracted with ethyl acetate. The extra... As a reaction SMILES: Br[C:2]1[CH:7]=[CH:6][CH:5]=[CH:4][C:3]=1[C:8](=O)[CH3:9].[CH3:11][C:12]1[CH:16]=[C:15]([NH2:17])[N:14]([C:18]2[CH:23]=[CH:22][CH:21]=[CH:20]C=2)[N:13]=1.C(=O)([O-])[O-].[K+].[K+].C(=O)(O)[O-].[Na+].C[N:36](C)C=O>C([O-])(=O)C.[Cu+2].C([O-])(=O)C.O>[CH3:11][C:12]1[C:16]2[C:15](=[N:17][C:2]3[C:3]([C:8]=2[CH3:9])=[CH:4][CH:5]=[CH:6][CH:7]=3)[N:14]([C:18]2[CH:23]=[CH:22][CH:21]=[CH:20][N:36]=2)[N:13]=1 |f:2.3.4,5.6,8.9.10|. Isolated yield 15.0%.